From a dataset of the Open Reaction Database (ORD), a public repository of structured organic reaction records. describe an organic reaction: reactants, conditions, products, and yield The reactants are N#N (N2), ClC=1C(=NC=CN1)OC1=CC=C(C=C1)NC1=NC=CC=C1 (N-(4-(3-chloropyrazin-2-yloxy)phenyl)pyridin-2-amine), C(C)(=O)[O-].[K+] (potassium acetate), CC1(OB(OC1(C)C)C1=CCN(CC1)C(=O)OC(C)(C)C)C (tert-butyl 4-(4,4,5,5-tetramethyl-1,3,2-dioxaborolan-2-yl)-5,6-dihydropyridine-1 (2H)-carboxylate). Run in O (water), O (water), O1CCOCC1 (dioxane). Conditions: temperature 120 celsius, time 1.5 hour. The product is N1=C(C=CC=C1)NC1=CC=C(OC=2C(=NC=CN2)C2=CCN(CC2)C(=O)OC(C)(C)C)C=C1 (tert-butyl 4-(3-(4-(pyridin-2-ylamino)phenoxy)pyrazin-2-yl)-5,6-dihydropyridine-1(2H)-carboxylate). RXN SMILES: N#N.Cl[C:4]1[C:5]([O:10][C:11]2[CH:16]=[CH:15][C:14]([NH:17][C:18]3[CH:23]=[CH:22][CH:21]=[CH:20][N:19]=3)=[CH:13][CH:12]=2)=[N:6][CH:7]=[CH:8][N:9]=1.C([O-])(=O)C.[K+].CC1(C)C(C)(C)OB([C:37]2[CH2:42][CH2:41][N:40]([C:43]([O:45][C:46]([CH3:49])([CH3:48])[CH3:47])=[O:44])[CH2:39][CH:38]=2)O1>O.O1CCOCC1>[N:19]1[CH:20]=[CH:21][CH:22]=[CH:23][C:18]=1[NH:17][C:14]1[CH:15]=[CH:16][C:11]([O:10][C:5]2[C:4]([C:37]3[CH2:42][CH2:41][N:40]([C:43]([O:45][C:46]([CH3:49])([CH3:48])[CH3:47])=[O:44])[CH2:39][CH:38]=3)=[N:9][CH:8]=[CH:7][N:6]=2)=[CH:12][CH:13]=1 |f:2.3|. Procedure: To a N2 purged solution of N-(4-(3-chloropyrazin-2-yloxy)phenyl)pyridin-2-amine (4.891 g, 16.37 mmol), potassium acetate (6.54 g, 66.6 mmol), dioxane:water (160 mL, 10:1), and tert-butyl 4-(4,4,5,5-tetramethyl-1,3,2-dioxaborolan-2-yl)-5,6-dihydropyridine-1 (2H)-carboxylate (6.03 g, 19.50 mmol) was added A-Phos (1.5 g, 2.118 mmol). The vial was capped and placed in a preheated oil bath (120° C.) and stirred for 1.5 hours. The solution was allowed to cool to room temperature and poured into water.... Reactants: ClC1=CC2=C(C3=C(CN=C2C2=C(C=CC=C2)F)C=NC3C)C=C1 (8-chloro-6-(2-fluorophenyl)-1-methyl-1H,4H-pyrrolo[3,4-d][2]benzazepine), ClC1=CC2=C(C=3C(CN=C2C2=C(C=CC=C2)F)=CNC3)C=C1 (8-chloro-6-(2-fluorophenyl)-2H,4H-pyrrolo[3,4-d][2]benzazepine). Procedure details: The preparation of 8-chloro-6-(2-fluorophenyl)-1-methyl-1H,4H-pyrrolo[3,4-d][2]benzazepine was conducted in the same manner as the preparation of 8-chloro-6-(2-fluorophenyl)-2H,4H-pyrrolo[3,4-d][2]benzazepine to give colorless prisms, mp 226°-227°. Product: ClC1=CC2=C(C=3C(CN=C2C2=C(C=CC=C2)F)=CNC3C)C=C1 (8-Chloro-6-(2-fluorophenyl)-1-methyl-2H,4H-pyrrolo[3,4-d][2]benzazepine). RXN SMILES: [Cl:1][C:2]1[CH:23]=[CH:22][C:5]2[C:6]3[CH:20]([CH3:21])[N:19]=[CH:18][C:7]=3[CH2:8][N:9]=[C:10]([C:11]3[CH:16]=[CH:15][CH:14]=[CH:13][C:12]=3[F:17])[C:4]=2[CH:3]=1.ClC1C=CC2C3C(=CNC=3)CN=C(C3C=CC=CC=3F)C=2C=1>>[Cl:1][C:2]1[CH:23]=[CH:22][C:5]2[C:6]3[C:7](=[CH:18][NH:19][C:20]=3[CH3:21])[CH2:8][N:9]=[C:10]([C:11]3[CH:16]=[CH:15][CH:14]=[CH:13][C:12]=3[F:17])[C:4]=2[CH:3]=1. Starting materials: NC(=O)N (urea), N(=C=S)C1=C(C=C(C=C1)OC)C(F)(F)F (1-isothiocyanato-4-methoxy-2-trifluoromethyl-benzene). Product: COC1=CC(=C(C=C1)NC(=S)N)C ((4-Methoxy-2-methyl-phenyl)-thiourea). Reaction SMILES: [NH2:1]C(N)=O.[N:5]([C:8]1[CH:13]=[CH:12][C:11]([O:14][CH3:15])=[CH:10][C:9]=1[C:16](F)(F)F)=[C:6]=[S:7]>>[CH3:15][O:14][C:11]1[CH:12]=[CH:13][C:8]([NH:5][C:6]([NH2:1])=[S:7])=[C:9]([CH3:16])[CH:10]=1. Procedure: The title compound is prepared as described in Example 1 for [4-2-pyrrolidin-1-yl-ethoxy)-phenyl]-urea but using 1-isothiocyanato-4-methoxy-2-trifluoromethyl-benzene. Title compound: ES-MS: 251.0 [M+H]+; single peak at tR=3.13 min (System 2).